From a dataset of the Open Reaction Database (ORD), a public repository of structured organic reaction records. describe an organic reaction: reactants, conditions, products, and yield Starting materials: CC=1C=CC(=CC1)C(C)C (P-cymene), C(C)(C)C1=CC(=CC(=C1)C(C)C)C(C)C (1,3,5-triisopropylbenzene), C(C)(C)C1=CC(=CC(=C1)C(C)C)C(C)C (1,3,5-triisopropylbenzene), C(C)(C)C1=CC(=CC(=C1)C(C)C)C(C)C (1,3,5-triisopropylbenzene), CC=1C=CC(=CC1)C(C)C (p-cymene). Run at time 2.5 day. Yields the product C(C)(C)C1=CC=C(C=C1)C(C)C (1,4-diisopropylbenzene). Reaction SMILES: [CH3:1][C:2]1C=CC(C(C)C)=C[CH:7]=1.C([C:14]1[CH:19]=[C:18]([CH:20]([CH3:22])[CH3:21])[CH:17]=[C:16](C(C)C)[CH:15]=1)(C)C>>[CH:2]([C:15]1[CH:14]=[CH:19][C:18]([CH:20]([CH3:21])[CH3:22])=[CH:17][CH:16]=1)([CH3:7])[CH3:1]. Procedure: [RuCl2 (1,3,5-triisopropylbenzene)]2 was prepared by stirring a suspension of [RuCl2 (P-cymene)]2 (3 g) in 120 mL 1,3,5-triisopropylbenzene (Aldrich, 97%) for a total of 8 hours at 190° C. under N2. The solution was cooled to room temperature and then placed in a refrigerator for 2-3 days. Solids were collected by cold filtration, washed with heptane, and dried in a vacuum oven at 70° C. A red-brown solid product was obtained (3.25 grams). 1H NMR analysis of this product was consistent with the ... Starting materials: C(C)(C)(C)NNC(C1=CC=C(C=C1)Cl)=O (N'-tert-butyl-N-(4-chlorobenzoyl)hydrazine), C(C1=CC=CC=C1)(=O)Cl (benzoyl chloride), C(C1=CC=CC=C1)(=O)Cl (benzoyl chloride), C(Cl)Cl (methylene chloride), [OH-].[Na+] (sodium hydroxide). Solvent: O (water). Run at temperature 5 celsius. Product: C(C)(C)(C)N(NC(C1=CC=C(C=C1)Cl)=O)C(C1=CC=CC=C1)=O (N'-tert-butyl-N-(4-chlorobenzoyl)-N'-benzoylhydrazine). Isolated yield 91.0%. Reaction SMILES: [C:1]([NH:5][NH:6][C:7](=[O:15])[C:8]1[CH:13]=[CH:12][C:11]([Cl:14])=[CH:10][CH:9]=1)([CH3:4])([CH3:3])[CH3:2].[C:16](Cl)(=[O:23])[C:17]1[CH:22]=[CH:21][CH:20]=[CH:19][CH:18]=1.C(Cl)Cl.[OH-].[Na+]>O>[C:1]([N:5]([C:16](=[O:23])[C:17]1[CH:22]=[CH:21][CH:20]=[CH:19][CH:18]=1)[NH:6][C:7](=[O:15])[C:8]1[CH:9]=[CH:10][C:11]([Cl:14])=[CH:12][CH:13]=1)([CH3:4])([CH3:2])[CH3:3] |f:3.4|. Procedure details: To a 5 L round bottom flask, equipped with a mechanical stirrer, containing the 571 g of wet N'-tert-butyl-N-(4-chlorobenzoyl)hydrazine intermediate and equipped with a 500 mL addition funnel containing 371 g of benzoyl chloride, is charged 1500 mL of methylene chloride, 250 mL of water and lastly 223 g of 50% by weight aqueous sodium hydroxide. The flask contents are stirred and cooled to 5° C. and the benzoyl chloride is added dropwise during a one hour period so that the temperature of the fl...